From a dataset of the Open Reaction Database (ORD), a public repository of structured organic reaction records. describe an organic reaction: reactants, conditions, products, and yield Reactants: OCCOC=1C=C(C=CC1)O (3-(2-hydroxyethoxy)phenol), C([O-])([O-])=O.[K+].[K+] (potassium carbonate), BrCC(=O)OC(C)(C)C (t-butyl bromoacetate). Run in O1CCCC1 (tetrahydrofuran). Reaction conditions: time 2 hour. The product is OCCOC=1C=C(OCC(=O)OC(C)(C)C)C=CC1 (t-butyl [3-(2-hydroxyethoxy)phenoxy]acetate). Isolated yield 246.0%. Reaction SMILES: [OH:1][CH2:2][CH2:3][O:4][C:5]1[CH:6]=[C:7]([OH:11])[CH:8]=[CH:9][CH:10]=1.C(=O)([O-])[O-].[K+].[K+].Br[CH2:19][C:20]([O:22][C:23]([CH3:26])([CH3:25])[CH3:24])=[O:21]>O1CCCC1>[OH:1][CH2:2][CH2:3][O:4][C:5]1[CH:6]=[C:7]([CH:8]=[CH:9][CH:10]=1)[O:11][CH2:19][C:20]([O:22][C:23]([CH3:26])([CH3:25])[CH3:24])=[O:21] |f:1.2.3|. Reported procedure: To a solution of 3-(2-hydroxyethoxy)phenol (864 mg, 5 mmol) in tetrahydrofuran (20 ml) were added potassium carbonate (967 mg, 7 mmol) and t-butyl bromoacetate (0.89 ml, 6 mmol), and the mixture was stirred for 2 hours at room temperature. The reaction was quenched by 10% aqueous citric acid solution and the mixture was extracted with ethyl acetate. The organic layer was washed with water, 10% aqueous citric acid solution, an aqueous saturated sodium hydrogencarbonate solution and an aqueous sat...